This data is from the Open Reaction Database (ORD), a public repository of structured organic reaction records. The task is: describe an organic reaction: reactants, conditions, products, and yield Starting materials: [OH-].[Na+] (Sodium hydroxide), ClC=1C=C(C=CC1OC(C)C)C1=NC(=NO1)C=1C=CC(=C2C(=CNC12)CCC(=O)OCC)F (Ethyl 3-[7-(5-{3-chloro-4-[(1-methylethyl)oxy]phenyl}-1,2,4-oxadiazol-3-yl)-4-fluoro-1H-indol-3-yl]propanoate), Cl (HCl). The solvent is C1CCOC1 (THF), O (water). Conditions: temperature 90 celsius, time 1 hour. Product: ClC=1C=C(C=CC1OC(C)C)C1=NC(=NO1)C=1C=CC(=C2C(=CNC12)CCC(=O)O)F (3-[7-(5-{3-Chloro-4-[(1-methylethyl)oxy]phenyl}-1,2,4-oxadiazol-3-yl)-4-fluoro-1H-indol-3-yl]propanoic acid). Isolated yield 66.2%. As a reaction SMILES: [OH-].[Na+].[Cl:3][C:4]1[CH:5]=[C:6]([C:14]2[O:18][N:17]=[C:16]([C:19]3[CH:20]=[CH:21][C:22]([F:35])=[C:23]4[C:27]=3[NH:26][CH:25]=[C:24]4[CH2:28][CH2:29][C:30]([O:32]CC)=[O:31])[N:15]=2)[CH:7]=[CH:8][C:9]=1[O:10][CH:11]([CH3:13])[CH3:12].Cl>C1COCC1.O>[Cl:3][C:4]1[CH:5]=[C:6]([C:14]2[O:18][N:17]=[C:16]([C:19]3[CH:20]=[CH:21][C:22]([F:35])=[C:23]4[C:27]=3[NH:26][CH:25]=[C:24]4[CH2:28][CH2:29][C:30]([OH:32])=[O:31])[N:15]=2)[CH:7]=[CH:8][C:9]=1[O:10][CH:11]([CH3:13])[CH3:12] |f:0.1|. Procedure: Sodium hydroxide (25 mg) was added to a solution of ethyl 3-[7-(5-{3-chloro-4-[(1-methylethyl)oxy]phenyl}-1,2,4-oxadiazol-3-yl)-4-fluoro-1H-indol-3-yl]propanoate (D46) (204 mg) in THF (3 mL) and water (3 mL). The reaction mixture was stirred at 90° C. for 1 hour. Then 0.5 M HCl was added until pH was about 6. The solvent was concentrated, and the residue was dissolved in water. The precipitated solid was purified by Mass Directed Auto Prep to afford 3-[7-(5-{3-chloro-4-[(1-methylethyl)oxy]phenyl... Starting materials: ClC=1C=NC(=NC1)N1CCC(CC1)[C@@H]1[C@@H](C1)CCO (2-{(1S,2R)-2-[1-(5-chloropyrimidin-2-yl)piperidin-4-yl]cyclopropyl}ethanol), FC1=NC=C(C=C1)N1N=NC=C1 (2-fluoro-5-(1H-1,2,3-triazol-1-yl)pyridine), [H-].[Na+] (NaH). The solvent is CN(C)C=O (DMF), CN(C)C=O (DMF), CN(C)C=O (DMF). Run at temperature 0 celsius, time 30 minute. The product is ClC=1C=NC(=NC1)N1CCC(CC1)[C@@H]1[C@@H](C1)CCOC1=NC=C(C=C1)N1N=NC=C1 (5-chloro-2-{4-[(1R,2S)-2-(2-{[5-(1H-1,2,3-triazol-1-yl)pyridin-2-yl]oxy}ethyl)cyclopropyl]piperidin-1-yl}pyrimidine). Reaction SMILES: [H-].[Na+].[Cl:3][C:4]1[CH:5]=[N:6][C:7]([N:10]2[CH2:15][CH2:14][CH:13]([C@H:16]3[CH2:18][C@H:17]3[CH2:19][CH2:20][OH:21])[CH2:12][CH2:11]2)=[N:8][CH:9]=1.F[C:23]1[CH:28]=[CH:27][C:26]([N:29]2[CH:33]=[CH:32][N:31]=[N:30]2)=[CH:25][N:24]=1>CN(C=O)C>[Cl:3][C:4]1[CH:5]=[N:6][C:7]([N:10]2[CH2:15][CH2:14][CH:13]([C@H:16]3[CH2:18][C@H:17]3[CH2:19][CH2:20][O:21][C:23]3[CH:28]=[CH:27][C:26]([N:29]4[CH:33]=[CH:32][N:31]=[N:30]4)=[CH:25][N:24]=3)[CH2:12][CH2:11]2)=[N:8][CH:9]=1 |f:0.1|. Reported procedure: A suspension of NaH (720 mg; 60 wt %; 432 mg NaH contained; 17.99 mmol) in DMF (9 mL) at 0° C. was treated with a solution of 2-{(1S,2R)-2-[1-(5-chloropyrimidin-2-yl)piperidin-4-yl]cyclopropyl}ethanol (3.9 g; 13.84 mmol) in DMF (9 mL). The mixture was stirred at 0° C. for 30 minutes. The mixture was treated with a solution of 2-fluoro-5-(1H-1,2,3-triazol-1-yl)pyridine (2.499 g; 15.22 mmol) in DMF (10 mL). The reaction was stirred at 0° C. for 45 minutes, then allowed to warm to room temperature ... Reactants: O=C1NC(=O)C(=Cc2ccc(C(=O)O)cc2)S1, C(=NC1CCCCC1)=NC1CCCCC1, Oc1ccc(Cl)c(Cl)c1, ClCCl. Yields the product O=C1NC(=O)C(=Cc2ccc(C(=O)Oc3ccc(Cl)c(Cl)c3)cc2)S1. As a reaction SMILES: [C:1](=[O:2])([OH:3])[c:4]1[cH:5][cH:6][c:7]([CH:8]=[C:9]2[C:10](=[O:15])[NH:11][C:12](=[O:14])[S:13]2)[cH:16][cH:17]1.[CH:27]1([N:28]=[C:29]=[N:30][CH:31]2[CH2:32][CH2:33][CH2:34][CH2:35][CH2:36]2)[CH2:37][CH2:38][CH2:39][CH2:40][CH2:41]1.[Cl:18][c:19]1[cH:20][c:21]([OH:26])[cH:22][cH:23][c:24]1[Cl:25].[Cl:42][CH2:43][Cl:44]>>[C:1]([O:2][c:21]1[cH:20][c:19]([Cl:18])[c:24]([Cl:25])[cH:23][cH:22]1)(=[O:3])[c:4]1[cH:5][cH:6][c:7]([CH:8]=[C:9]2[C:10](=[O:15])[NH:11][C:12](=[O:14])[S:13]2)[cH:16][cH:17]1. Reactants: COC(=O)C(Br)c1cccc(Br)n1, C1COCCN1, CCN(C(C)C)C(C)C, CN(C)C=O, O. The product is COC(=O)C(c1cccc(Br)n1)N1CCOCC1. Reaction SMILES: [Br:1][CH:2]([C:3](=[O:4])[O:5][CH3:6])[c:7]1[n:8][c:9]([Br:13])[cH:10][cH:11][cH:12]1.[CH2:14]1[CH2:15][O:16][CH2:17][CH2:18][NH:19]1.[CH:20]([N:21]([CH2:22][CH3:23])[CH:24]([CH3:25])[CH3:26])([CH3:27])[CH3:28].[O:29]=[CH:30][N:31]([CH3:32])[CH3:33].[OH2:34]>>[CH:2]([C:3](=[O:4])[O:5][CH3:6])([c:7]1[n:8][c:9]([Br:13])[cH:10][cH:11][cH:12]1)[N:19]1[CH2:14][CH2:15][O:16][CH2:17][CH2:18]1. Starting materials: COc1ccc(CN(Cc2ccc(OC)cc2)c2nc(C)nc(-c3cc(CO)cnc3Nc3ccc(OC)nc3)n2)cc1, O=C(O)C(F)(F)F, O=S(=O)(O)C(F)(F)F. Product: COc1ccc(Nc2ncc(CO)cc2-c2nc(C)nc(N)n2)cn1. Reaction SMILES: [CH3:1][O:2][c:3]1[cH:4][cH:5][c:6]([CH2:7][N:8]([c:9]2[n:10][c:11](-[c:16]3[cH:17][c:18]([CH2:31][OH:32])[cH:19][n:20][c:21]3[NH:22][c:23]3[cH:24][n:25][c:26]([O:29][CH3:30])[cH:27][cH:28]3)[n:12][c:13]([CH3:15])[n:14]2)[CH2:33][c:34]2[cH:35][cH:36][c:37]([O:38][CH3:39])[cH:40][cH:41]2)[cH:42][cH:43]1.[F:52][C:53]([F:54])([F:55])[C:56]([OH:57])=[O:58].[OH:44][S:45]([C:46]([F:47])([F:48])[F:49])(=[O:50])=[O:51]>>[NH2:8][c:9]1[n:10][c:11](-[c:16]2[cH:17][c:18]([CH2:31][OH:32])[cH:19][n:20][c:21]2[NH:22][c:23]2[cH:24][n:25][c:26]([O:29][CH3:30])[cH:27][cH:28]2)[n:12][c:13]([CH3:15])[n:14]1. Reactants: COC=1C(=C(C(=CC1OC)C)CCCCCCCCCC(=O)OC)O (methyl 10-(3,4-dimethoxy-2-hydroxy-6-methylphenyl)decanoate), CN(C=O)C (dimethylformamide). The product is COC=1C(C(=C(C(C1OC)=O)C)CCCCCCCCCC(=O)OC)=O (2,3-dimethoxy-5-methyl-6-(9-methoxycarbonylnonyl)-1,4-benzoquinone). As a reaction SMILES: [CH3:1][O:2][C:3]1[C:4]([OH:25])=[C:5]([CH2:12][CH2:13][CH2:14][CH2:15][CH2:16][CH2:17][CH2:18][CH2:19][CH2:20][C:21]([O:23][CH3:24])=[O:22])[C:6]([CH3:11])=[CH:7][C:8]=1[O:9][CH3:10].CN(C)C=[O:29]>>[CH3:1][O:2][C:3]1[C:4](=[O:25])[C:5]([CH2:12][CH2:13][CH2:14][CH2:15][CH2:16][CH2:17][CH2:18][CH2:19][CH2:20][C:21]([O:23][CH3:24])=[O:22])=[C:6]([CH3:11])[C:7](=[O:29])[C:8]=1[O:9][CH3:10]. Reported procedure: A dimethylformamide solution of methyl 10-(3,4-dimethoxy-2-hydroxy-6-methylphenyl)decanoate (129 mg) is oxidized in the same manner as Example 20. This procedure yields 2,3-dimethoxy-5-methyl-6-(9-methoxycarbonylnonyl)-1,4-benzoquinone (91 mg) as orange-yellow needles melting at 37° C.-38° C. Reactants: ClC=1C=C(C=C(C1OC1=CC=C(C=C1)OC)C)N1N=CC(NC1=O)=O (2-{3-chloro-4-[4-methoxy-phenoxy]-5-methyl-phenyl}-2H-[1,2,4]triazine-3,5-dione), FC1=CC=C(C(=O)O)C=C1 (p-fluorobenzoic acid). The solvent is acid, O (water). Run at temperature 0 celsius, time 30 minute. The product is ClC=1C=C(C=C(C1OC1=CC(=C(C=C1)OC)C(C1=CC=C(C=C1)F)=O)C)N1N=CC(NC1=O)=O (2-{3-Chloro-4-[3-(4-fluoro-benzoyl)-4-methoxy-phenoxy]-5-methyl-phenyl}-2H-[1,2,4]triazine-3,5-dione). RXN SMILES: [Cl:1][C:2]1[CH:3]=[C:4]([N:18]2[C:23](=[O:24])[NH:22][C:21](=[O:25])[CH:20]=[N:19]2)[CH:5]=[C:6]([CH3:17])[C:7]=1[O:8][C:9]1[CH:14]=[CH:13][C:12]([O:15][CH3:16])=[CH:11][CH:10]=1.[F:26][C:27]1[CH:35]=[CH:34][C:30]([C:31](O)=[O:32])=[CH:29][CH:28]=1>O>[Cl:1][C:2]1[CH:3]=[C:4]([N:18]2[C:23](=[O:24])[NH:22][C:21](=[O:25])[CH:20]=[N:19]2)[CH:5]=[C:6]([CH3:17])[C:7]=1[O:8][C:9]1[CH:14]=[CH:13][C:12]([O:15][CH3:16])=[C:11]([C:31](=[O:32])[C:30]2[CH:34]=[CH:35][C:27]([F:26])=[CH:28][CH:29]=2)[CH:10]=1. Procedure: A solution of 2-{3-chloro-4-[4-methoxy-phenoxy]-5-methyl-phenyl}-2H-[1,2,4]triazine-3,5-dione (1.2 g) and p-fluorobenzoic acid (0.8 g) in Eaton's acid (5 mL) was heated at 60° C. for 4 h. The resulting red solution was cooled to 0° C., water (30 mL) added and the suspension stirred at room temperature for 30 min. The mixture was extracted with ethyl acetate (2×), the combined organic layers washed with saturated aqueous sodium bicarbonate, dried (Na2SO4), concentrated in vacuo and flashed chroma...